From a dataset of the Open Reaction Database (ORD), a public repository of structured organic reaction records. describe an organic reaction: reactants, conditions, products, and yield The reactants are CC(C)(C)[Si](C)(C)Cl, CN(C)C=O, Cc1ccc(CCC(=O)CO)cc1, c1c[nH]cn1. The product is Cc1ccc(CCC(=O)CO[Si](C)(C)C(C)(C)C)cc1. RXN SMILES: [C:19]([CH3:20])([CH3:21])([CH3:22])[Si:23]([CH3:24])([CH3:25])[Cl:26].[O:27]=[CH:28][N:29]([CH3:30])[CH3:31].[OH:1][CH2:2][C:3]([CH2:4][CH2:5][c:6]1[cH:7][cH:8][c:9]([CH3:12])[cH:10][cH:11]1)=[O:13].[nH:14]1[cH:15][cH:16][n:17][cH:18]1>>[O:1]([CH2:2][C:3]([CH2:4][CH2:5][c:6]1[cH:7][cH:8][c:9]([CH3:12])[cH:10][cH:11]1)=[O:13])[Si:23]([C:19]([CH3:20])([CH3:21])[CH3:22])([CH3:24])[CH3:25]. As a reaction SMILES: [NH2:1][CH2:2][CH2:3][CH2:4][S:5][C:6]1[C:14]2[C:13](=[O:15])[N:12]([CH3:16])[C:11](=[O:17])[N:10]([CH2:18][CH:19]([CH3:21])[CH3:20])[C:9]=2[S:8][C:7]=1[CH2:22][C:23]1[C:32]2[C:27](=[CH:28][CH:29]=[CH:30][CH:31]=2)[CH:26]=[CH:25][CH:24]=1.Cl[C:34]([O:36][CH3:37])=[O:35]>>[CH3:16][N:12]1[C:13](=[O:15])[C:14]2[C:6]([S:5][CH2:4][CH2:3][CH2:2][NH:1][C:34](=[O:35])[O:36][CH3:37])=[C:7]([CH2:22][C:23]3[C:32]4[C:27](=[CH:28][CH:29]=[CH:30][CH:31]=4)[CH:26]=[CH:25][CH:24]=3)[S:8][C:9]=2[N:10]([CH2:18][CH:19]([CH3:20])[CH3:21])[C:11]1=[O:17]. Procedure details: Prepared from 5-[(3-aminopropyl)thio]-3-methyl-1-(2-methylpropyl)-6-(1-naphthalenylmethyl)thieno[2,3-d]pyrimidine-2,4(1H,3H)-dione (10 mg) and methyl chloroformate (34 mg) following the method of Example 41 to give the title compound (4 mg). Starting materials: NCCCSC1=C(SC=2N(C(N(C(C21)=O)C)=O)CC(C)C)CC2=CC=CC1=CC=CC=C21 (5-[(3-aminopropyl)thio]-3-methyl-1-(2-methylpropyl)-6-(1-naphthalenylmethyl)thieno[2,3-d]pyrimidine-2,4(1H,3H)-dione), ClC(=O)OC (methyl chloroformate). The yield is 35.6%. The product is CN1C(N(C2=C(C1=O)C(=C(S2)CC2=CC=CC1=CC=CC=C21)SCCCNC(OC)=O)CC(C)C)=O (Methyl N-{3-[(1,2,3,4-Tetrahydro-3-methyl-1-(2-methylpropyl)-6-(1-naphthalenylmethyl)-2,4-dioxothieno[2,3-d]pyrimidin-5-yl)thio]propyl}carbamate). Reactants: FC1=C(C=CC=C1)C=1OCCN1 (2-fluoro-1-(4,5-dihydrooxazol-2-yl)benzene). Reagents/catalysts: O.OO.[Ni] (nickel peroxide hydrate). Run in C1=CC=CC=C1 (benzene). Run at temperature 25 celsius. Product: FC1=C(C=CC=C1)C=1OC=CN1 (2-fluoro-1-oxazol-2-ylbenzene). Isolated yield 11.2%. As a reaction SMILES: [F:1][C:2]1[CH:7]=[CH:6][CH:5]=[CH:4][C:3]=1[C:8]1[O:9][CH2:10][CH2:11][N:12]=1>O.OO.[Ni].C1C=CC=CC=1>[F:1][C:2]1[CH:7]=[CH:6][CH:5]=[CH:4][C:3]=1[C:8]1[O:9][CH:10]=[CH:11][N:12]=1 |f:1.2.3|. Reported procedure: A mixture of 2-fluoro-1-(4,5-dihydrooxazol-2-yl)benzene (4.5 g, 27.3 mmol), nickel peroxide hydrate (7 g) and benzene (40 mL) was heated 24 hours at reflux. The reaction mixture was allowed to cool to 25° C., then filtered and concentrated by rotary evaporation. The residue was purified on silica gel by column chromatography eluting with hexanes/ethyl acetate (5:1) to give 2-fluoro-1-oxazol-2-ylbenzene (0.5 g, 3.07 mmol). The product is CC(N)c1ccccc1-c1ccc(Cl)cc1F. The reactants are [BH3-]C#N, CC(=O)[O-], CO, CC(=O)c1ccccc1-c1ccc(Cl)cc1F, [NH4+], [Na+]. As a reaction SMILES: [C:23](#[N:24])[BH3-:25].[CH3:19][C:20](=[O:21])[O-:22].[CH3:27][OH:28].[Cl:1][c:2]1[cH:3][c:4]([F:17])[c:5](-[c:8]2[c:9]([C:14]([CH3:15])=[O:16])[cH:10][cH:11][cH:12][cH:13]2)[cH:6][cH:7]1.[NH4+:18].[Na+:26]>>[Cl:1][c:2]1[cH:3][c:4]([F:17])[c:5](-[c:8]2[c:9]([CH:14]([CH3:15])[NH2:24])[cH:10][cH:11][cH:12][cH:13]2)[cH:6][cH:7]1. The reactants are NC1=C(C(=NN1)NC1=CC(=CC=C1)Cl)C(=O)N (5-amino-3-((3-chlorophenyl)amino)-1H-pyrazole-4-carboxamide), FC=1C=C(C=O)C=C(C1O)F (3,5-difluoro-4-hydroxybenzaldehyde). The reagents and catalysts are N1CCCCC1 (piperidine). The solvent is CCO (EtOH). Yields the product ClC=1C=C(C=CC1)NC1=NNC(=C1C(=O)N)N=CC1=CC(=C(C(=C1)F)O)F (3-((3-chlorophenyl)amino)-5-((3,5-difluoro-4-hydroxybenzylidene)amino)-1H-pyrazole-4-carboxamide). As a reaction SMILES: [NH2:1][C:2]1[NH:6][N:5]=[C:4]([NH:7][C:8]2[CH:13]=[CH:12][CH:11]=[C:10]([Cl:14])[CH:9]=2)[C:3]=1[C:15]([NH2:17])=[O:16].[F:18][C:19]1[CH:20]=[C:21]([CH:24]=[C:25]([F:28])[C:26]=1[OH:27])[CH:22]=O>CCO.N1CCCCC1>[Cl:14][C:10]1[CH:9]=[C:8]([NH:7][C:4]2[C:3]([C:15]([NH2:17])=[O:16])=[C:2]([N:1]=[CH:22][C:21]3[CH:20]=[C:19]([F:18])[C:26]([OH:27])=[C:25]([F:28])[CH:24]=3)[NH:6][N:5]=2)[CH:13]=[CH:12][CH:11]=1. Procedure details: 5-amino-3-((3-chlorophenyl)amino)-1H-pyrazole-4-carboxamide was then suspended in EtOH and 3,5-difluoro-4-hydroxybenzaldehyde (1 eq.) and piperidine (1 drop) were added. Stirred at reflux until intermediate was absent (HPLC). After reaction was complete (18 hrs) it was brought to room temperature and filtered to obtain product as a yellow powder. Powder was washed with EtOH. Product was allowed to dry under vacuum for 1 hr. Starting materials: ClCCl, O=S(=O)(Cl)C(F)(F)F, N#N, COc1ccc2c(C(=O)c3ccc(OCCN4CCCCC4)cc3)c(O)ccc2c1, c1ccncc1. The product is COc1ccc2c(C(=O)c3ccc(OCCN4CCCCC4)cc3)c(OS(=O)(=O)C(F)(F)F)ccc2c1. Reaction SMILES: [Cl:47][CH2:48][Cl:49].[F:39][C:40]([S:41](=[O:42])(=[O:43])[Cl:44])([F:45])[F:46].[N:31]#[N:32].[OH:1][c:2]1[c:3]([C:14](=[O:15])[c:16]2[cH:17][cH:18][c:19]([O:22][CH2:23][CH2:24][N:25]3[CH2:26][CH2:27][CH2:28][CH2:29][CH2:30]3)[cH:20][cH:21]2)[c:4]2[cH:5][cH:6][c:7]([O:12][CH3:13])[cH:8][c:9]2[cH:10][cH:11]1.[cH:33]1[cH:34][cH:35][n:36][cH:37][cH:38]1>>[O:1]([c:2]1[c:3]([C:14](=[O:15])[c:16]2[cH:17][cH:18][c:19]([O:22][CH2:23][CH2:24][N:25]3[CH2:26][CH2:27][CH2:28][CH2:29][CH2:30]3)[cH:20][cH:21]2)[c:4]2[cH:5][cH:6][c:7]([O:12][CH3:13])[cH:8][c:9]2[cH:10][cH:11]1)[S:41]([C:40]([F:39])([F:45])[F:46])(=[O:42])=[O:43]. Reactants: O (water), BrC1=CC=C(C=C1)C(=O)C(=O)C1=CC=C(C=C1)Br (4,4′-dibromobenzil), C1(=CC(=CC=C1)CC(CC=1C=C(C=CC1)C1=CC=CC=C1)=O)C1=CC=CC=C1 (1,3-di(biphenyl-3-yl)propan-2-one), [OH-].C(CCC)[N+](CCCC)(CCCC)CCCC (tetrabutylammonium hydroxide). The solvent is C(C)(C)(C)O (tert-butanol). Conditions: temperature 80 celsius, time 20 minute. Yields the product C1(=CC(=CC=C1)C=1C(C(=C(C1C1=CC=C(C=C1)Br)C1=CC=C(C=C1)Br)C=1C=C(C=CC1)C1=CC=CC=C1)=O)C1=CC=CC=C1 (2,5-Di([1,1′-biphenyl]-3-yl)-3,4-bis(4-bromophenyl)cyclopenta-2,4-dienone). The yield is 53.1%. As a reaction SMILES: [Br:1][C:2]1[CH:7]=[CH:6][C:5]([C:8]([C:10]([C:12]2[CH:17]=[CH:16][C:15]([Br:18])=[CH:14][CH:13]=2)=O)=O)=[CH:4][CH:3]=1.[C:19]1([C:41]2[CH:46]=[CH:45][CH:44]=[CH:43][CH:42]=2)[CH:24]=[CH:23][CH:22]=[C:21]([CH2:25][C:26](=[O:40])[CH2:27][C:28]2[CH:29]=[C:30]([C:34]3[CH:39]=[CH:38][CH:37]=[CH:36][CH:35]=3)[CH:31]=[CH:32][CH:33]=2)[CH:20]=1.[OH-].C([N+](CCCC)(CCCC)CCCC)CCC.O>C(O)(C)(C)C>[C:30]1([C:34]2[CH:39]=[CH:38][CH:37]=[CH:36][CH:35]=2)[CH:31]=[CH:32][CH:33]=[C:28]([C:27]2[C:26](=[O:40])[C:25]([C:21]3[CH:20]=[C:19]([C:41]4[CH:42]=[CH:43][CH:44]=[CH:45][CH:46]=4)[CH:24]=[CH:23][CH:22]=3)=[C:8]([C:5]3[CH:6]=[CH:7][C:2]([Br:1])=[CH:3][CH:4]=3)[C:10]=2[C:12]2[CH:17]=[CH:16][C:15]([Br:18])=[CH:14][CH:13]=2)[CH:29]=1 |f:2.3|. Reported procedure: To a degassed solution of 2.84 g of 4,4′-dibromobenzil (7.73 mmol) and 2.80 g of 1,3-di(biphenyl-3-yl)propan-2-one (7, 7.73 mmol) in 30 ml of tert-butanol was added, at 80° C., a methanolic tetrabutylammonium hydroxide solution (1 M, 2.84 ml, 2.84 mmol). The reaction solution was stirred at 80° C. for 20 minutes and then stopped by adding water. Extraction was effected three times with dichloromethane, and the collected organic phases were washed with saturated sodium chloride solution and dried... Reactants: P(OCC)(OCC)[O-] (Diethyl phosphite), C(=O)C1=CC=C(C=C1)C(=O)OC (methyl 4-formylbenzenecarboxylate), [F-].[K+] (potassium fluoride). Run in C(Cl)(Cl)Cl (chloroform). Run at time 30 minute. The product is C(C)OP(=O)(OCC)C(C1=CC=C(C=C1)C(=O)OC)O (Methyl 4-[(diethoxyphosphoryl)(hydroxy)methyl]benzenecarboxylate). Reaction SMILES: [P:1]([O-:8])([O:5][CH2:6][CH3:7])[O:2][CH2:3][CH3:4].[CH:9]([C:11]1[CH:16]=[CH:15][C:14]([C:17]([O:19][CH3:20])=[O:18])=[CH:13][CH:12]=1)=[O:10].[F-].[K+]>C(Cl)(Cl)Cl>[CH2:3]([O:2][P:1]([CH:9]([OH:10])[C:11]1[CH:12]=[CH:13][C:14]([C:17]([O:19][CH3:20])=[O:18])=[CH:15][CH:16]=1)([O:5][CH2:6][CH3:7])=[O:8])[CH3:4] |f:2.3|. Procedure details: Diethyl phosphite (16 mL) was added to methyl 4-formylbenzenecarboxylate (10.2 g) and potassium fluoride (18.0 g), and stirred at room temperature for 30 minutes. The reaction liquid was diluted with chloroform (200 mL) added thereto, and filtrated through Celite. The solvent was evaporated off under reduced pressure from the filtrate, and the resulting solid was washed with diethyl ether to obtain the entitled compound (14.1 g) as a colorless solid. Reactants: [Si](C)(C)(C(C)(C)C)OC[C@H]1N(C(CC1)=O)C ((2S)-2-t-butyldimethylsilyloxymethyl 1-methyl-5-pyrrolidone), COC=1C=CC(=CC1)P2(=S)SP(=S)(S2)C=3C=CC(=CC3)OC (Lawesson's Reagent). Run in O1CCCC1 (tetrahydrofuran). Run at temperature 60 celsius, time 1 hour. Product: [Si](C)(C)(C(C)(C)C)OC[C@H]1N(C(CC1)=S)C ((2S)-2-t-butyldimethylsilyloxymethyl-1-methyl-5-thioxopyrrolidine). Yield: 181.5%. Reaction SMILES: [Si:1]([O:8][CH2:9][C@@H:10]1[CH2:14][CH2:13][C:12](=O)[N:11]1[CH3:16])([C:4]([CH3:7])([CH3:6])[CH3:5])([CH3:3])[CH3:2].COC1C=CC(P2(SP(C3C=CC(OC)=CC=3)(=S)S2)=[S:26])=CC=1>O1CCCC1>[Si:1]([O:8][CH2:9][C@@H:10]1[CH2:14][CH2:13][C:12](=[S:26])[N:11]1[CH3:16])([C:4]([CH3:7])([CH3:6])[CH3:5])([CH3:3])[CH3:2]. Procedure details: To a solution of (2S)-2-t-butyldimethylsilyloxymethyl 1-methyl-5-pyrrolidone (16 g) in tetrahydrofuran (160 ml) was added Lawesson's Reagent [2,4-bis(4-methoxyphenyl)1,3-dithia-2,4-diphosphetane-2,4-disulfide] (14.6 g) at ambient temperature. After stirring at 60° C. under nitrogen for 1 hour, the solvent was removed. The residue was chromatographed on silica gel eluting with a mixture of acetone and dichloromethane (1.9 V/V) to give (2S)-2-t-butyldimethylsilyloxymethyl-1-methyl-5-thioxopyrrolid...